From a dataset of the Open Reaction Database (ORD), a public repository of structured organic reaction records. describe an organic reaction: reactants, conditions, products, and yield Reactants: COc1ccc2cccc(CCOS(C)(=O)=O)c2c1, C1CCOC1, O. Yields the product C=Cc1cccc2ccc(OC)cc12. As a reaction SMILES: [CH3:1][S:2]([O:3][CH2:6][CH2:7][c:8]1[cH:9][cH:10][cH:11][c:12]2[cH:13][cH:14][c:15]([O:18][CH3:19])[cH:16][c:17]12)(=[O:4])=[O:5].[O:20]1[CH2:21][CH2:22][CH2:23][CH2:24]1.[OH2:25]>>[CH2:6]=[CH:7][c:8]1[cH:9][cH:10][cH:11][c:12]2[cH:13][cH:14][c:15]([O:18][CH3:19])[cH:16][c:17]12. Reactants: C(CC)[C@@H]1CC[C@H](CC1)C1CC(C1)=C (3-(trans-4-Propylcyclohexyl)-1-methylenecyclobutane), ClC(C(=O)Cl)(Cl)Cl (trichloroacetyl chloride). Yields the product C(CC)[C@@H]1CC[C@H](CC1)C1CC2(C1)C(C(C2)=O)(Cl)Cl (2-(trans-4-Propylcyclohexyl]-5,5-dichlorospiro[3.3]-heptan-6-one). RXN SMILES: [CH2:1]([C@H:4]1[CH2:9][CH2:8][C@H:7]([CH:10]2[CH2:13][C:12](=[CH2:14])[CH2:11]2)[CH2:6][CH2:5]1)[CH2:2][CH3:3].[Cl:15][C:16]([Cl:21])(Cl)[C:17](Cl)=[O:18]>>[CH2:1]([C@H:4]1[CH2:9][CH2:8][C@H:7]([CH:10]2[CH2:13][C:12]3([CH2:14][C:17](=[O:18])[C:16]3([Cl:21])[Cl:15])[CH2:11]2)[CH2:6][CH2:5]1)[CH2:2][CH3:3]. Procedure details: 35 mmol of 4C are reacted with trichloroacetyl chloride in analogy to Example 1B. Reactants: ClC=1C=C(C(=O)OC)C=C(N1)NS(=O)(=O)C (methyl 2-chloro-6-methanesulphonylamino-isonicotinate), [OH-].[Li+] (lithium hydroxide), Cl (hydrochloric acid). Run in O1CCCC1 (tetrahydrofuran), O (water). Reaction conditions: time 8 hour. Yields the product ClC=1C=C(C(=O)O)C=C(N1)NS(=O)(=O)C (2-chloro-6-methanesulphonylamino-isonicotinic acid). Reaction SMILES: [Cl:1][C:2]1[CH:3]=[C:4]([CH:9]=[C:10]([NH:12][S:13]([CH3:16])(=[O:15])=[O:14])[N:11]=1)[C:5]([O:7]C)=[O:6].[OH-].[Li+].Cl>O1CCCC1.O>[Cl:1][C:2]1[CH:3]=[C:4]([CH:9]=[C:10]([NH:12][S:13]([CH3:16])(=[O:15])=[O:14])[N:11]=1)[C:5]([OH:7])=[O:6] |f:1.2|. Procedure details: 0.29 g (1.1 mmol) methyl 2-chloro-6-methanesulphonylamino-isonicotinate in 5.0 mL tetrahydrofuran and 1 mL water were mixed with 79 mg (3.3 mmol) lithium hydroxide and stirred overnight at RT. The reaction mixture was acidified with 1M aqueous hydrochloric acid and evaporated down. The product was reacted without further purification. The reactants are CC1=C(C(=O)O)C(c2cccc([N+](=O)[O-])c2)Nc2ccccc2N1, CC(=O)OC(C)=O, CN(C)c1ccncc1, ClCCl, c1ccncc1. Product: CC(=O)N1c2ccccc2NC(C)=C(C(=O)O)C1c1cccc([N+](=O)[O-])c1. RXN SMILES: [CH3:1][C:2]1=[C:8]([C:9](=[O:10])[OH:11])[CH:7]([c:12]2[cH:13][c:14]([N+:18](=[O:19])[O-:20])[cH:15][cH:16][cH:17]2)[NH:6][c:5]2[c:4]([cH:24][cH:23][cH:22][cH:21]2)[NH:3]1.[CH3:31][C:32](=[O:33])[O:34][C:35](=[O:36])[CH3:37].[CH3:41][N:42]([CH3:43])[c:44]1[cH:45][cH:46][n:47][cH:48][cH:49]1.[Cl:38][CH2:39][Cl:40].[cH:25]1[cH:26][cH:27][n:28][cH:29][cH:30]1>>[CH3:1][C:2]1=[C:8]([C:9](=[O:10])[OH:11])[CH:7]([c:12]2[cH:13][c:14]([N+:18](=[O:19])[O-:20])[cH:15][cH:16][cH:17]2)[N:6]([C:32]([CH3:31])=[O:33])[c:5]2[c:4]([cH:24][cH:23][cH:22][cH:21]2)[NH:3]1. Reactants: CCOC(=O)C1(CI)CCN(C(=O)c2ccccc2OC)C1, N#Cc1ccc(-c2ccc(O)cc2)cc1. The product is CCOC(=O)C1(COc2ccc(-c3ccc(C#N)cc3)cc2)CCN(C(=O)c2ccccc2OC)C1. RXN SMILES: [CH2:16]([CH3:17])[O:18][C:19](=[O:20])[C:21]1([CH2:36][I:37])[CH2:22][N:23]([C:26]([c:27]2[c:28]([O:33][CH3:34])[cH:29][cH:30][cH:31][cH:32]2)=[O:35])[CH2:24][CH2:25]1.[OH:1][c:2]1[cH:3][cH:4][c:5](-[c:8]2[cH:9][cH:10][c:11]([C:14]#[N:15])[cH:12][cH:13]2)[cH:6][cH:7]1>>[O:1]([c:2]1[cH:3][cH:4][c:5](-[c:8]2[cH:9][cH:10][c:11]([C:14]#[N:15])[cH:12][cH:13]2)[cH:6][cH:7]1)[CH2:36][C:21]1([C:19]([O:18][CH2:16][CH3:17])=[O:20])[CH2:22][N:23]([C:26]([c:27]2[c:28]([O:33][CH3:34])[cH:29][cH:30][cH:31][cH:32]2)=[O:35])[CH2:24][CH2:25]1. The reactants are [H-].[Na+] (NaH), C(C)N1C(NC(=C1C1=CC=CC=C1)C1=CC=CC=C1)=O (1-ethyl-4.5-diphenyl-4-imidazolin-2-one), COC(CCCCCCCCCCBr)=O (11-bromoundecanoic acid methyl ester). Solvent: CN(C)C=O (DMF). Yields the product COC(CCCCCCCCCCN1C(N(C(=C1C1=CC=CC=C1)C1=CC=CC=C1)CC)=O)=O (11-(3-ethyl-4.5-diphenyl-2-oxo-4-imidazolin-1-yl) undecanoic acid methyl ester). As a reaction SMILES: [H-].[Na+].[CH2:3]([N:5]1[C:9]([C:10]2[CH:15]=[CH:14][CH:13]=[CH:12][CH:11]=2)=[C:8]([C:16]2[CH:21]=[CH:20][CH:19]=[CH:18][CH:17]=2)[NH:7][C:6]1=[O:22])[CH3:4].[CH3:23][O:24][C:25](=[O:37])[CH2:26][CH2:27][CH2:28][CH2:29][CH2:30][CH2:31][CH2:32][CH2:33][CH2:34][CH2:35]Br>CN(C=O)C>[CH3:23][O:24][C:25](=[O:37])[CH2:26][CH2:27][CH2:28][CH2:29][CH2:30][CH2:31][CH2:32][CH2:33][CH2:34][CH2:35][N:7]1[C:8]([C:16]2[CH:21]=[CH:20][CH:19]=[CH:18][CH:17]=2)=[C:9]([C:10]2[CH:11]=[CH:12][CH:13]=[CH:14][CH:15]=2)[N:5]([CH2:3][CH3:4])[C:6]1=[O:22] |f:0.1|. Reported procedure: The product is produced as described in example 1 from 0.45 g of NaH (80% suspension in mineral oil), 4 g of 1-ethyl-4.5-diphenyl-4-imidazolin-2-one, 30 cc. of DMF, 4.2 g of 11-bromoundecanoic acid methyl ester and 0.45 g of NaJ. Reactants: OO (H2O2), FC=1C=C(C[C@@H]([C@H](O)C2N(CC3=C(C=CC=C3C2)O[Si](C(C)C)(C(C)C)C(C)C)C(=O)OC(C)(C)C)C(=O)N2C(OC[C@@H]2CC2=CC=CC=C2)=O)C=C(C1)F (tert-butyl 3-((1S,2S)-2-(3,5-difluorobenzyl)-3-((S)-4-benzyl-2-oxooxazolidin-3-yl)-1-hydroxy-3-oxopropyl)-8-(triisopropylsilyloxy)-3,4-dihydroisoquinoline-2(1H)-carboxylate), [Li+].[OH-] (LiOH). Solvent: C1CCOC1 (THF), O (H2O). Run at time 1 hour. The product is FC=1C=C(C[C@H](C(=O)O)[C@H](O)C2N(CC3=C(C=CC=C3C2)O[Si](C(C)C)(C(C)C)C(C)C)C(=O)OC(C)(C)C)C=C(C1)F ((2S,3S)-2-(3,5-difluorobenzyl)-3-(2-(tert-butoxycarbonyl)-8-(triisopropylsilyloxy)-1,2,3,4-tetrahydroisoquinolin-3-yl)-3-hydroxypropanoic acid). As a reaction SMILES: [F:1][C:2]1[CH:3]=[C:4]([CH:52]=[C:53]([F:55])[CH:54]=1)[CH2:5][C@H:6]([C:37](N1[C@@H](CC2C=CC=CC=2)COC1=O)=[O:38])[C@@H:7]([CH:9]1[CH2:18][C:17]2[C:12](=[C:13]([O:19][Si:20]([CH:27]([CH3:29])[CH3:28])([CH:24]([CH3:26])[CH3:25])[CH:21]([CH3:23])[CH3:22])[CH:14]=[CH:15][CH:16]=2)[CH2:11][N:10]1[C:30]([O:32][C:33]([CH3:36])([CH3:35])[CH3:34])=[O:31])[OH:8].[Li+].[OH-:57].OO>C1COCC1.O>[F:55][C:53]1[CH:52]=[C:4]([CH:3]=[C:2]([F:1])[CH:54]=1)[CH2:5][C@@H:6]([C@@H:7]([CH:9]1[CH2:18][C:17]2[C:12](=[C:13]([O:19][Si:20]([CH:27]([CH3:29])[CH3:28])([CH:24]([CH3:25])[CH3:26])[CH:21]([CH3:23])[CH3:22])[CH:14]=[CH:15][CH:16]=2)[CH2:11][N:10]1[C:30]([O:32][C:33]([CH3:34])([CH3:36])[CH3:35])=[O:31])[OH:8])[C:37]([OH:57])=[O:38] |f:1.2|. Procedure details: To a solution of tert-butyl 3-((1S,2S)-2-(3,5-difluorobenzyl)-3-((S)-4-benzyl-2-oxooxazolidin-3-yl)-1-hydroxy-3-oxopropyl)-8-(triisopropylsilyloxy)-3,4-dihydroisoquinoline-2(1H)-carboxylate (Step F (9), 2.0 g, 2.57 mmol) in THF (50 mL) was added a solution of LiOH (123 mg, 5.13 mmol) in H2O (8 mL), then 30% H2O2 (3.0 g, 25.7 mmol) was added at −5° C. This reaction mixture was stirred from −5° C. to 0° C. over 1 h and stirred at rt for 3 h. Solvent was removed and ethyl acetate (500 mL) was added...